Task: describe an organic reaction: reactants, conditions, products, and yield. Dataset: the Open Reaction Database (ORD), a public repository of structured organic reaction records Starting materials: [N+](=O)(O)[O-].S(O)(O)(=O)=O (nitric acid sulphuric acid), ketone, [N+](=O)(O)[O-] (nitric acid), ice, CC(C(=O)C1=CC=CC=C1)C (2-methyl-1-phenyl-1-propanone). Solvent: S(O)(O)(=O)=O (sulphuric acid), S(O)(O)(=O)=O (sulphuric acid), S(O)(O)(=O)=O (sulphuric acid). Reaction conditions: temperature -5 celsius, time 30 minute. Product: CC(C(=O)C1=CC(=CC=C1)[N+](=O)[O-])C (2-Methyl-1-(3-nitrophenyl)-1-propanone). RXN SMILES: [N+:1]([O-:4])(O)=[O:2].[CH3:5][CH:6]([CH3:15])[C:7]([C:9]1[CH:14]=[CH:13][CH:12]=[CH:11][CH:10]=1)=[O:8].[N+]([O-])(O)=O.S(=O)(=O)(O)O>S(=O)(=O)(O)O>[CH3:5][CH:6]([CH3:15])[C:7]([C:9]1[CH:14]=[CH:13][CH:12]=[C:11]([N+:1]([O-:4])=[O:2])[CH:10]=1)=[O:8] |f:2.3|. Procedure: Concentrated nitric acid (20 ml) was added cautiously with cooling to concentrated sulphuric acid (50 ml) maintaining a temperature of −5° C. Another solution of 2-methyl-1-phenyl-1-propanone (29.6 g, 0.2 mol) in concentrated sulphuric acid (70 ml) was made up with shaking, keeping the temperature at −5° C. The former nitric acid/sulphuric acid solution was added portionwise over 30 min to the latter solution of ketone in sulphuric acid keeping the temperature at −10° C.+/−5° C. during the addit... Reactants: CN(C1=C2C=CC=C2CC1)C (4-(dimethylamino)-5,6-dihydropentalene), C1(C=CC2=CC=CC=C12)[Li] (indenyllithium), O (water). Run in O1CCCC1 (tetrahydrofuran), O1CCCC1 (tetrahydrofuran). Conditions: time 24 hour. The product is C1(C=CC2=CC=CC=C12)C1=C2C=CC=C2CC1 (4-indenyl-5,6-dihydropentalene). The yield is 74.9%. Reaction SMILES: CN(C)[C:3]1[CH2:10][CH2:9][C:8]2[C:4]=1[CH:5]=[CH:6][CH:7]=2.[CH:12]1([Li])[C:20]2[C:15](=[CH:16][CH:17]=[CH:18][CH:19]=2)[CH:14]=[CH:13]1.O>O1CCCC1>[CH:12]1([C:3]2[CH2:10][CH2:9][C:8]3[C:4]=2[CH:5]=[CH:6][CH:7]=3)[C:20]2[C:15](=[CH:16][CH:17]=[CH:18][CH:19]=2)[CH:14]=[CH:13]1. Procedure: A solution of 12.5 g (85 mmol) of 4-(dimethylamino)-5,6-dihydropentalene in 50 ml of tetrahydrofuran are admixed with a solution of 10.4 g (85 mmol) of indenyllithium in 20 ml of tetrahydrofuran. The reaction solution is stirred for 24 hours at room temperature and the reaction is stopped by addition of water. Extraction with diethyl ether, drying of the organic phases over MgSO4 and removal of the solvent under reduced pressure and subsequent recrystallization of the crude product from diethyl ... The product is BrC1=C(C=CC(=C1)C(C)C)NC1=NC(=CC(=N1)C)C (2-N-(2-bromo-4-(1-methylethyl)phenyl)-4,6-dimethylpyrimidinamine). Procedure details: Part A: A mixture of the product from Example 1, Part A (2.01 g, 14.01 mmoles), 2-bromo-4-(1-methylethyl)aniline (3 g, 14.10 mmoles) in ethylene glycol (20 mL) was heated to reflux for 1.5 hours. Following cooling to room temperature and partitioning between ethyl acetate (200 mL) and aqueous sodium hydroxide (1 M, 50 mL), the organic layer was washed with brine, dried, and concentrated in vacuo. The residue was chromatographed on silica gel using 5% ethyl acetate in hexanes to give 2-N-(2-bromo... Run in C(CO)O (ethylene glycol). As a reaction SMILES: BrC1C=C(C)C=CC=1N(C)[C:10]1[N:15]=[C:14]([CH3:16])[CH:13]=[C:12]([CH3:17])[N:11]=1.[Br:19][C:20]1[CH:26]=[C:25]([CH:27]([CH3:29])[CH3:28])[CH:24]=[CH:23][C:21]=1[NH2:22]>C(O)CO>[Br:19][C:20]1[CH:26]=[C:25]([CH:27]([CH3:29])[CH3:28])[CH:24]=[CH:23][C:21]=1[NH:22][C:10]1[N:15]=[C:14]([CH3:16])[CH:13]=[C:12]([CH3:17])[N:11]=1. Reactants: BrC1=C(C=CC(=C1)C)N(C1=NC(=CC(=N1)C)C)C (N-(2-bromo-4-methylphenyl)-N-methyl-4,6-dimethyl-2-pyrimidinamine), BrC1=C(N)C=CC(=C1)C(C)C (2-bromo-4-(1-methylethyl)aniline). Reactants: C1=CC=CC2=NC3=CC=CC=C3C(=C12)CCCCC(=O)OC1=C(C(=CC(=C1F)F)F)F (2,3,5,6-Tetrafluorophenyl 5-(9-Acridinyl)pentanoate), C1=CC=CC2=NC3=CC=CC=C3C(=C12)CCCCC(=O)N1C[C@@H](C[C@H]1CO)O (1-[5-(9-Acridinyl)-1-oxopentyl]-5-hydroxymethyl-(3R-trans)-3-pyrrolidinol). Isolated yield 92.0%. RXN SMILES: [CH:1]1[C:14]2[C:5](=[N:6][C:7]3[C:12]([C:13]=2[CH2:15][CH2:16][CH2:17][CH2:18][C:19]([N:21]2[C@H:25]([CH2:26][OH:27])[CH2:24][C@@H:23]([OH:28])[CH2:22]2)=[O:20])=[CH:11][CH:10]=[CH:9][CH:8]=3)[CH:4]=[CH:3][CH:2]=1.C1C2C(=NC3C(C=2CCCCC(OC2C(F)=C(F)C=C(F)C=2F)=O)=CC=CC=3)C=CC=1>>[CH:1]1[C:14]2[C:5](=[N:6][C:7]3[C:12]([CH:13]=2)=[CH:11][CH:10]=[CH:9][CH:8]=3)[CH:4]=[CH:3][CH:2]=1.[CH:1]1[C:14]2[C:5](=[N:6][C:7]3[C:12]([C:13]=2[CH2:15][CH2:16][CH2:17][CH2:18][C:19]([N:21]2[C@H:25]([CH2:26][OH:27])[CH2:24][C@@H:23]([OH:28])[CH2:22]2)=[O:20])=[CH:11][CH:10]=[CH:9][CH:8]=3)[CH:4]=[CH:3][CH:2]=1. Procedure details: A procedure similar to that described in Example XXIV was used for the preparation of 21. 1.28 g (3.00 mmol) of acridine TFP ester 20 gave 1.04 g (92% yield) of 21 as a pale yellow solid foam: Yields the product C1=CC=CC2=NC3=CC=CC=C3C=C12 (acridine), C1=CC=CC2=NC3=CC=CC=C3C(=C12)CCCCC(=O)N1C[C@@H](C[C@H]1CO)O (1-[5-(9-Acridinyl)-1-oxopentyl]-5-hydroxymethyl-(3R-trans)-3-pyrrolidinol).